This data is from the Open Reaction Database (ORD), a public repository of structured organic reaction records. The task is: describe an organic reaction: reactants, conditions, products, and yield Reactants: CC(=O)O[BH-](OC(C)=O)OC(C)=O, CCNC(=O)c1cc2c(-c3cc(OCC(OCC)OCC)c(Cl)cc3Cl)nc(N)nc2s1, C1COCCN1, C1CCOC1, ClCCl, Cl, [Na+]. The product is CCNC(=O)c1cc2c(-c3cc(OCCN4CCOCC4)c(Cl)cc3Cl)nc(N)nc2s1. Reaction SMILES: [C:40]([O:41][BH-:42]([O:43][C:44](=[O:45])[CH3:46])[O:47][C:48](=[O:49])[CH3:50])(=[O:51])[CH3:52].[CH2:2]([CH3:3])[NH:4][C:5](=[O:6])[c:7]1[cH:8][c:9]2[c:10]([n:11][c:12]([NH2:32])[n:13][c:14]2-[c:15]2[c:16]([Cl:31])[cH:17][c:18]([Cl:30])[c:19]([O:21][CH2:22][CH:23]([O:24][CH2:25][CH3:26])[O:27][CH2:28][CH3:29])[cH:20]2)[s:33]1.[CH2:34]1[CH2:35][O:36][CH2:37][CH2:38][NH:39]1.[CH2:54]1[O:55][CH2:56][CH2:57][CH2:58]1.[Cl:59][CH2:60][Cl:61].[ClH:1].[Na+:53]>>[CH2:2]([CH3:3])[NH:4][C:5](=[O:6])[c:7]1[cH:8][c:9]2[c:10]([n:11][c:12]([NH2:32])[n:13][c:14]2-[c:15]2[c:16]([Cl:31])[cH:17][c:18]([Cl:30])[c:19]([O:21][CH2:22][CH2:23][N:39]3[CH2:34][CH2:35][O:36][CH2:37][CH2:38]3)[cH:20]2)[s:33]1. Reactants: ClCCCl, NC1CCC(c2ccccc2)CC1, CN(C)C=O, O=C(O)CCc1ccc(O)cc1, On1nnc2ccccc21. The product is O=C(CCc1ccc(O)cc1)NC1CCC(c2ccccc2)CC1. RXN SMILES: [CH2:26]([Cl:27])[CH2:28][Cl:29].[NH2:13][CH:14]1[CH2:15][CH2:16][CH:17]([c:20]2[cH:21][cH:22][cH:23][cH:24][cH:25]2)[CH2:18][CH2:19]1.[O:40]=[CH:41][N:42]([CH3:43])[CH3:44].[OH:1][c:2]1[cH:3][cH:4][c:5]([CH2:8][CH2:9][C:10](=[O:11])[OH:12])[cH:6][cH:7]1.[OH:30][n:31]1[c:32]2[c:33]([cH:34][cH:35][cH:36][cH:37]2)[n:38][n:39]1>>[OH:1][c:2]1[cH:3][cH:4][c:5]([CH2:8][CH2:9][C:10](=[O:12])[NH:13][CH:14]2[CH2:15][CH2:16][CH:17]([c:20]3[cH:21][cH:22][cH:23][cH:24][cH:25]3)[CH2:18][CH2:19]2)[cH:6][cH:7]1.